This data is from the Open Reaction Database (ORD), a public repository of structured organic reaction records. The task is: describe an organic reaction: reactants, conditions, products, and yield The reactants are CC1(OB(OC1(C)C)C1=CC=C(C2=CC=CC=C12)C(=O)O)C (4-(4,4,5,5-tetramethyl-1,3,2-dioxaborolan-2-yl)-1-naphthoic acid), CO (Methanol), ice water, B (Borane). Run in C1CCOC1 (THF). Conditions: time 4 hour. The product is CC1(OB(OC1(C)C)C1=CC=C(C2=CC=CC=C12)CO)C ((4-(4,4,5,5-tetramethyl-1,3,2-dioxaborolan-2-yl)naphthalen-1-yl)methanol). Isolated yield 75.1%. As a reaction SMILES: [CH3:1][C:2]1([CH3:22])[C:6]([CH3:8])([CH3:7])[O:5][B:4]([C:9]2[C:18]3[C:13](=[CH:14][CH:15]=[CH:16][CH:17]=3)[C:12]([C:19](O)=[O:20])=[CH:11][CH:10]=2)[O:3]1.B.CO>C1COCC1>[CH3:7][C:6]1([CH3:8])[C:2]([CH3:1])([CH3:22])[O:3][B:4]([C:9]2[C:18]3[C:13](=[CH:14][CH:15]=[CH:16][CH:17]=3)[C:12]([CH2:19][OH:20])=[CH:11][CH:10]=2)[O:5]1. Procedure details: 4-(4,4,5,5-tetramethyl-1,3,2-dioxaborolan-2-yl)-1-naphthoic acid (2.5 g, 8.39 mmol) was dissolved in anhydrous THF. The solution was cooled down in an ice-water bath. Borane solution (1.00M in THF, 25 ml, 25 mmol) was added dropwise. After addition, the reaction was stirred at room temperature for 4 hours. Methanol (20 ml) was added with ice-water batch to quench the reaction until no gas was produced. The solvent was evaporated, and the residue was extracted with ethyl acetate/water to give the...